This data is from the Open Reaction Database (ORD), a public repository of structured organic reaction records. The task is: describe an organic reaction: reactants, conditions, products, and yield The product is CCCc1c(F)ccc(C=O)c1Cl. As a reaction SMILES: [CH3:18][CH2:19][O:20][C:21](=[O:22])[CH3:23].[Cl:1][c:2]1[c:3]([CH:12]([O:13][CH3:16])[O:14][CH3:15])[cH:4][cH:5][c:6]([F:11])[c:7]1[CH2:8][CH2:9][CH3:10].[ClH:29].[O:24]1[CH2:25][CH2:26][CH2:27][CH2:28]1.[OH2:17]>>[Cl:1][c:2]1[c:3]([CH:12]=[O:13])[cH:4][cH:5][c:6]([F:11])[c:7]1[CH2:8][CH2:9][CH3:10]. The reactants are CCOC(C)=O, CCCc1c(F)ccc(C(OC)OC)c1Cl, Cl, C1CCOC1, O. Conditions: time 2 hour. Product: I.C(C)OC(=O)CN1C(=NC2=C1C=CC=C2)NC2CCNCC2 ((1-(ethoxycarbonylmethyl)-1H-benzimidazol-2-yl)(piperidin-4-yl)amine hydriodic acid salt). Run in C(C)OCC (diethyl ether). Procedure: Combine (1-(ethoxycarbonylmethyl)-1H-benzimidazol-2-yl)(1-(t-butoxycarbonyl)piperidin-4-yl)amine (0.405 g, 1.00 mmol), aqueous hydriodic acid (0.29 mL, 57%), and methanol (15 mL). Heat to reflux. After 2 hour, cool to ambient temperature and add diethyl ether (100 mL) and stir to give a solid. After 1 hour, collect the solid by filtration, dissolve in methanol and add diethyl ether (100 mL) to give a solid. Collect the solid by filtration and dry in vacuo to give the title compound. Reaction SMILES: [CH2:1]([O:3][C:4]([CH2:6][N:7]1[C:11]2[CH:12]=[CH:13][CH:14]=[CH:15][C:10]=2[N:9]=[C:8]1[NH:16][CH:17]1[CH2:22][CH2:21][N:20](C(OC(C)(C)C)=O)[CH2:19][CH2:18]1)=[O:5])[CH3:2].[IH:30].CO>C(OCC)C>[IH:30].[CH2:1]([O:3][C:4]([CH2:6][N:7]1[C:11]2[CH:12]=[CH:13][CH:14]=[CH:15][C:10]=2[N:9]=[C:8]1[NH:16][CH:17]1[CH2:18][CH2:19][NH:20][CH2:21][CH2:22]1)=[O:5])[CH3:2] |f:4.5|. The reactants are C(C)OC(=O)CN1C(=NC2=C1C=CC=C2)NC2CCN(CC2)C(=O)OC(C)(C)C ((1-(ethoxycarbonylmethyl)-1H-benzimidazol-2-yl)(1-(t-butoxycarbonyl)piperidin-4-yl)amine), I (hydriodic acid), CO (methanol).